Dataset: the Open Reaction Database (ORD), a public repository of structured organic reaction records. Task: describe an organic reaction: reactants, conditions, products, and yield The reactants are SC1=NC=NC2=CC=CC=C12 (4-mercaptoquinazoline), ClCC=1OC=CC1 (2-chloromethylfuran). Yields the product O1C(=CC=C1)CSC1=NC=NC2=CC=CC=C12 (4-(2-Furylmethylthio)-quinazoline). Yield: 49.4%. As a reaction SMILES: [SH:1][C:2]1[C:11]2[C:6](=[CH:7][CH:8]=[CH:9][CH:10]=2)[N:5]=[CH:4][N:3]=1.Cl[CH2:13][C:14]1[O:15][CH:16]=[CH:17][CH:18]=1>>[O:15]1[CH:16]=[CH:17][CH:18]=[C:14]1[CH2:13][S:1][C:2]1[C:11]2[C:6](=[CH:7][CH:8]=[CH:9][CH:10]=2)[N:5]=[CH:4][N:3]=1. Procedure details: The title compound(3.69 g) was prepared from 4-mercaptoquinazoline(5.0 g) and 2-chloromethylfuran(5.4 g). Reactants: C1(=CC=CC=C1)C1CCC(CC1)=O (4-phenylcyclohexanone), C(C)(C)N (isopropylamine). The product is C(C)(C)N[C@@H]1CC[C@H](CC1)C1=CC=CC=C1 (trans-N-isopropyl-4-phenylcyclohexylamine). As a reaction SMILES: [C:1]1([CH:7]2[CH2:12][CH2:11][C:10](=O)[CH2:9][CH2:8]2)[CH:6]=[CH:5][CH:4]=[CH:3][CH:2]=1.[CH:14]([NH2:17])([CH3:16])[CH3:15]>>[CH:14]([NH:17][C@H:10]1[CH2:11][CH2:12][C@H:7]([C:1]2[CH:6]=[CH:5][CH:4]=[CH:3][CH:2]=2)[CH2:8][CH2:9]1)([CH3:16])[CH3:15]. Reported procedure: from 4-phenylcyclohexanone and isopropylamine. Melting point: 61°-63° C.